Dataset: the Open Reaction Database (ORD), a public repository of structured organic reaction records. Task: describe an organic reaction: reactants, conditions, products, and yield Yields the product C(C1=CC=CC=C1)N1CCC(=CC1)C1=C(C=C(C=C1)OC)F (1-benzyl-4-(2-fluoro-4-methoxyphenyl)1,2,3,6-tetrahydropyridine). Reactants: C(C1=CC=CC=C1)N1CCC(CC1)(O)C1=C(C=C(C=C1)OC)F (1-benzyl-4-(2-fluoro-4-methoxyphenyl)piperidin-4-ol), O.C1(=CC=C(C=C1)S(=O)(=O)O)C (p-toluenesulfonic acid monohydrate), O.C1(=CC=C(C=C1)S(=O)(=O)O)C (p-toluenesulfonic acid monohydrate). The solvent is C1=CC=CC=C1 (benzene). Conditions: temperature 80 celsius. Procedure: A stirred mixture of 1-benzyl-4-(2-fluoro-4-methoxyphenyl)piperidin-4-ol (Step A; 300 mg; 0.952 mmol) and p-toluenesulfonic acid monohydrate (18 mg; 0.0952 mmol) in benzene (20 mL) was heated at 80° C. for 14 h. An additional 100 mg of p-toluenesulfonic acid monohydrate was added and the reaction heated at 80° C. for 1 h. The reaction was partitioned between EtOAc (50 mL) and H2O (50 mL). The aqueous layer was extracted with EtOAc (3×50 mL) and the combined extracts were washed with H2O (3×50 mL... Reaction SMILES: [CH2:1]([N:8]1[CH2:13][CH2:12][C:11]([C:15]2[CH:20]=[CH:19][C:18]([O:21][CH3:22])=[CH:17][C:16]=2[F:23])(O)[CH2:10][CH2:9]1)[C:2]1[CH:7]=[CH:6][CH:5]=[CH:4][CH:3]=1.O.C1(C)C=CC(S(O)(=O)=O)=CC=1>C1C=CC=CC=1>[CH2:1]([N:8]1[CH2:9][CH:10]=[C:11]([C:15]2[CH:20]=[CH:19][C:18]([O:21][CH3:22])=[CH:17][C:16]=2[F:23])[CH2:12][CH2:13]1)[C:2]1[CH:3]=[CH:4][CH:5]=[CH:6][CH:7]=1 |f:1.2|. The reactants are S1C=CC=2C=NC=CC21 (thieno[3,2-c]pyridine), P(O)(O)(O)=O (phosphoric acid), C(CCC)[Li] (n-Butyllithium), B(OC(C)C)(OC(C)C)OC(C)C (Triisopropyl borate). Solvent: O (water), CCOCC (Et2O). Reaction conditions: temperature -44 celsius, time 60 minute. Yields the product S1C(=CC=2C=NC=CC21)B(O)O (Thieno[3,2-c]pyridin-2-yl boronic acid). As a reaction SMILES: [S:1]1[C:9]2[CH:8]=[CH:7][N:6]=[CH:5][C:4]=2[CH:3]=[CH:2]1.C([Li])CCC.[B:15](OC(C)C)([O:20]C(C)C)[O:16]C(C)C.P(=O)(O)(O)O>O.CCOCC>[S:1]1[C:9]2[CH:8]=[CH:7][N:6]=[CH:5][C:4]=2[CH:3]=[C:2]1[B:15]([OH:20])[OH:16]. Procedure: A three neck flask fitted with an internal thermometer containing thieno[3,2-c]pyridine (5.0 g, 37 mmol, 1 equivalent) was evacuated and then filled with a nitrogen gas atmosphere. THF (60 mL) was added and the solution was cooled to −44° C. (CH3CN/dry ice). n-Butyllithium (1.6M/hexane, 25 mL, 41 mmol, 1.1 equivalents) was added over 10 minutes, while maintaining the internal temperature at or below −33° C. The reaction was stirred at −33 to −45° C. for 60 minutes. Triisopropyl borate (10.2 mL, ...